From a dataset of the Open Reaction Database (ORD), a public repository of structured organic reaction records. describe an organic reaction: reactants, conditions, products, and yield Starting materials: CC1(OC[C@@H]([C@@H](O1)C1=CC=CC=C1)NC(=O)NC1=C(C=CC=C1)I)C (1-((4S,5S)-2,2-Dimethyl-4-phenyl-[1,3]dioxan-5-yl)-3-(2-iodo-phenyl)-urea), S1C=C(C=C1)B(O)O (3-thiopheneboronic acid), C([O-])([O-])=O.[Na+].[Na+] (sodium carbonate). The reagents and catalysts are C=1C=CC(=CC1)[P](C=2C=CC=CC2)(C=3C=CC=CC3)[Pd]([P](C=4C=CC=CC4)(C=5C=CC=CC5)C=6C=CC=CC6)([P](C=7C=CC=CC7)(C=8C=CC=CC8)C=9C=CC=CC9)[P](C=1C=CC=CC1)(C=1C=CC=CC1)C=1C=CC=CC1 (tetrakis(triphenylphosphine)palladium(0)). Solvent: C(C)O (ethanol), COCCOC (ethylene glycol dimethyl ether). Run at temperature 80 celsius. The product is CC1(OC[C@@H]([C@@H](O1)C1=CC=CC=C1)NC(=O)NC1=C(C=CC=C1)C1=CSC=C1)C (1-((4S,5S)-2,2-Dimethyl-4-phenyl-[1,3]dioxan-5-yl)-3-(2-thiophen-3-yl-phenyl)-urea). The yield is 49.9%. RXN SMILES: [CH3:1][C:2]1([CH3:25])[O:7][C@@H:6]([C:8]2[CH:13]=[CH:12][CH:11]=[CH:10][CH:9]=2)[C@@H:5]([NH:14][C:15]([NH:17][C:18]2[CH:23]=[CH:22][CH:21]=[CH:20][C:19]=2I)=[O:16])[CH2:4][O:3]1.[S:26]1[CH:30]=[CH:29][C:28](B(O)O)=[CH:27]1.C(=O)([O-])[O-].[Na+].[Na+]>COCCOC.C(O)C.C1C=CC([P]([Pd]([P](C2C=CC=CC=2)(C2C=CC=CC=2)C2C=CC=CC=2)([P](C2C=CC=CC=2)(C2C=CC=CC=2)C2C=CC=CC=2)[P](C2C=CC=CC=2)(C2C=CC=CC=2)C2C=CC=CC=2)(C2C=CC=CC=2)C2C=CC=CC=2)=CC=1>[CH3:1][C:2]1([CH3:25])[O:7][C@@H:6]([C:8]2[CH:13]=[CH:12][CH:11]=[CH:10][CH:9]=2)[C@@H:5]([NH:14][C:15]([NH:17][C:18]2[CH:23]=[CH:22][CH:21]=[CH:20][C:19]=2[C:28]2[CH:29]=[CH:30][S:26][CH:27]=2)=[O:16])[CH2:4][O:3]1 |f:2.3.4,^1:52,54,73,92|. Reported procedure: To a reaction flask charged with 14.7 mg (0.013 mmol) of tetrakis(triphenylphosphine)palladium(0) in ethylene glycol dimethyl ether (2.5 mL) under nitrogen was added 125 mg (0.27 mmol) of the product from Example 6. The resulting yellow solution was stirred for 10 min before the addition of 41.0 mg (0.32 mmol) of 3-thiopheneboronic acid dissolved in ethanol (0.2 mL) and the subsequent addition of 0.27 mL (0.54 mmol) of a 2 M sodium carbonate aqueous solution. The reaction mixture was heated at 8... The reactants are N[C@@H](CCCC)C(=O)N (L-norleucine amide), solid, ClC=1C=C(C=CC1Cl)NC(C)C(=O)O (N-(3,4-dichlorophenyl)-D,L-alanine). Product: ClC=1C=C(C=CC1Cl)N[C@@H](C)C(=O)NC([C@H](CCCC)N)=O (N-[N-(3,4-dichlorophenyl)-L-alanyl]-(S)-2-aminohexanamide). As a reaction SMILES: [NH2:1][C@H:2]([C:7]([NH2:9])=[O:8])[CH2:3][CH2:4][CH2:5][CH3:6].[Cl:10][C:11]1[CH:12]=[C:13]([NH:18][CH:19]([C:21](O)=[O:22])[CH3:20])[CH:14]=[CH:15][C:16]=1[Cl:17]>>[Cl:10][C:11]1[CH:12]=[C:13]([NH:18][C@H:19]([C:21]([NH:9][C:7](=[O:8])[C@@H:2]([NH2:1])[CH2:3][CH2:4][CH2:5][CH3:6])=[O:22])[CH3:20])[CH:14]=[CH:15][C:16]=1[Cl:17]. Procedure details: Following General Procedure D and using L-norleucine amide (prepared from BOC-L-norleucine amide (from Example F above) using General Procedure F) and N-(3,4-dichlorophenyl)-D,L-alanine, the title compound was prepared as a solid (mp=156-161° C.). The reactants are O=[O+][O-] (ozone), O=[O+][O-] (ozone), C(C=CC)C1C(C2=CC=CC(=C2C1)C)=O ((RS)-2-(2-buten-1-yl)-4-methyl-1-indanone). The solvent is ClCCl (dichloromethane), CO (methanol). Run at time 90 minute. The product is O=CCC1C(C2=CC=CC(=C2C1)C)=O ((RS)-2-(2-oxoethyl)-4-methyl-1-indanone). The yield is 94.0%. RXN SMILES: [O:1]=[O+][O-].[CH2:4]([CH:8]1[CH2:16][C:15]2[C:10](=[CH:11][CH:12]=[CH:13][C:14]=2[CH3:17])[C:9]1=[O:18])[CH:5]=CC>ClCCl.CO>[O:1]=[CH:5][CH2:4][CH:8]1[CH2:16][C:15]2[C:10](=[CH:11][CH:12]=[CH:13][C:14]=2[CH3:17])[C:9]1=[O:18]. Reported procedure: An ozone stream (3 g ozone/hour) was conducted for 90 minutes while stirring through a solution, cooled to -70°, of 12.0 g of (RS)-2-(2-buten-1-yl)-4-methyl-1-indanone in 220 ml of anhydrous dichloromethane and 45 ml of anhydrous methanol. Subsequently, the solution was flushed with oxygen for 5 minutes and with argon for 10 minutes. After the addition of 6.6 ml of dimethyl sulfide, the mixture was stirred at room temperature for 15 hours. The reaction mixture was evaporated in a vacuum, the res... The reactants are O (water), [H-].[Na+] (sodium hydride), BrC=1C=NC(=NC1)O (5-bromo-pyrimidin-2-ol), C(C)(C)(C)OC(CBr)=O (bromoacetic acid tert-butyl ester). The solvent is CN(C)C=O (DMF). Reaction conditions: time 15 minute. Yields the product C(C)(C)(C)OC(COC1=NC=C(C=N1)Br)=O ((5-Bromo-pyrimidin-2-yloxy)-acetic acid tert-butyl ester). RXN SMILES: [H-].[Na+].[Br:3][C:4]1[CH:5]=[N:6][C:7]([OH:10])=[N:8][CH:9]=1.[C:11]([O:15][C:16](=[O:19])[CH2:17]Br)([CH3:14])([CH3:13])[CH3:12].O>CN(C=O)C>[C:11]([O:15][C:16](=[O:19])[CH2:17][O:10][C:7]1[N:8]=[CH:9][C:4]([Br:3])=[CH:5][N:6]=1)([CH3:14])([CH3:13])[CH3:12] |f:0.1|. Reported procedure: 137 mg of sodium hydride (55% in mineral oil) were added to 500 mg (2.86 mmol) of 5-bromo-pyrimidin-2-ol in 20 ml of DMF, and the mixture was stirred at room temperature for 15 min. Then 613 mg (3.14 mmol) of bromoacetic acid tert-butyl ester were added and the reaction mixture was stirred for 1 h. After addition of water, the mixture was extracted with ethyl acetate. The combined extracts were dried and evaporated to give the crude product. Yield: 868 mg. Starting materials: COC=1C=CC2=C(SC(=C2C(C2=CC=C(C=C2)OC2C(CCCC2)N2CCCC2)=O)C2=CC=C(C=C2)OC)C1 (6-Methoxy-2-(4-methoxyphenyl)-3-(4-[2-pyrrolidin-1-ylcyclohexoxy]benzoyl)benzo[b]thiophene), C(C)S (ethane thiol), [Cl-].[Al+3].[Cl-].[Cl-] (aluminum chloride). Yields the product OC=1C=CC2=C(SC(=C2C(C2=CC=C(C=C2)OC2C(CCCC2)N2CCCC2)=O)C2=CC=C(C=C2)O)C1 (6-Hydroxy-2-(4-Hydroxyphenyl)-3-(4-[2-Pyrrolidin-1-ylcyclohexoxy]benzoyl)benzo[b]thiophene). Isolated yield 92.6%. As a reaction SMILES: C[O:2][C:3]1[CH:4]=[CH:5][C:6]2[C:10]([C:11](=[O:30])[C:12]3[CH:17]=[CH:16][C:15]([O:18][CH:19]4[CH2:24][CH2:23][CH2:22][CH2:21][CH:20]4[N:25]4[CH2:29][CH2:28][CH2:27][CH2:26]4)=[CH:14][CH:13]=3)=[C:9]([C:31]3[CH:36]=[CH:35][C:34]([O:37]C)=[CH:33][CH:32]=3)[S:8][C:7]=2[CH:39]=1.C(S)C.[Cl-].[Al+3].[Cl-].[Cl-]>>[OH:2][C:3]1[CH:4]=[CH:5][C:6]2[C:10]([C:11](=[O:30])[C:12]3[CH:13]=[CH:14][C:15]([O:18][CH:19]4[CH2:24][CH2:23][CH2:22][CH2:21][CH:20]4[N:25]4[CH2:26][CH2:27][CH2:28][CH2:29]4)=[CH:16][CH:17]=3)=[C:9]([C:31]3[CH:36]=[CH:35][C:34]([OH:37])=[CH:33][CH:32]=3)[S:8][C:7]=2[CH:39]=1 |f:2.3.4.5|. Procedure details: 6-Methoxy-2-(4-methoxyphenyl)-3-(4-[2-pyrrolidin-1-ylcyclohexoxy]benzoyl)benzo[b]thiophene (610 mg, 1.10 mmol), ethane thiol (5.50 mmol), and aluminum chloride (880 mg, 6.60 mmol) were converted to 523 mg (90%) of the title compound by the procedure of Example 16. MS(FD) 528(M+). IR (CHCl3) ν max 3377, 2934, 2857, 1595, 1467, 1258, 1164.